Dataset: the Open Reaction Database (ORD), a public repository of structured organic reaction records. Task: describe an organic reaction: reactants, conditions, products, and yield Reactants: O=C(O)/C=C/c1ccccc1, CNOC. The reagents and catalysts are ClP(=O)(Oc1ccccc1)Oc2ccccc2 (DEPC), CCN(C(C)C)C(C)C (DIPEA). The solvent is CN(C)C=O (DMF), CN(C)C=O (DMF), CN(C)C=O (DMF), CN(C)C=O (DMF), CN(C)C=O (DMF), CN(C)C=O (DMF). Conditions: temperature 25 celsius, time 2 hour. Product: CON(C)C(=O)/C=C/c1ccccc1. Yield: 35.4%. RXN SMILES: CNOC.O=C(O)/C=C/c1ccccc1.CCOP(=O)(C#N)OCC.CCN(C(C)C)C(C)C.CN(C)C=O>>CON(C)C(=O)/C=C/c1ccccc1. The reactants are CN(CCCC(=O)O)C(=O)OC(C)(C)C, ClCCCl, CCN(C(C)C)C(C)C, ClCCl, Nc1cccc([N+](=O)[O-])c1N, [Na+], O=C([O-])O, On1nnc2ccccc21. The product is CN(CCCC(=O)Nc1cccc([N+](=O)[O-])c1N)C(=O)OC(C)(C)C. Reaction SMILES: [C:1]([CH3:2])([CH3:3])([CH3:4])[O:5][C:6](=[O:7])[N:8]([CH2:9][CH2:10][CH2:11][C:12](=[O:13])[OH:14])[CH3:15].[CH2:54]([Cl:55])[CH2:56][Cl:57].[CH:16]([N:17]([CH2:18][CH3:19])[CH:20]([CH3:21])[CH3:22])([CH3:23])[CH3:24].[Cl:51][CH2:52][Cl:53].[N+:35](=[O:36])([O-:37])[c:38]1[c:39]([NH2:45])[c:40]([NH2:44])[cH:41][cH:42][cH:43]1.[Na+:50].[O-:46][C:47]([OH:48])=[O:49].[OH:25][n:26]1[c:27]2[c:28]([cH:29][cH:30][cH:31][cH:32]2)[n:33][n:34]1>>[C:1]([CH3:2])([CH3:3])([CH3:4])[O:5][C:6](=[O:7])[N:8]([CH2:9][CH2:10][CH2:11][C:12](=[O:14])[NH:44][c:40]1[c:39]([NH2:45])[c:38]([N+:35](=[O:36])[O-:37])[cH:43][cH:42][cH:41]1)[CH3:15]. Reactants: COC1=C(C(C2=CC=C(C=C2)O)(O)CC)C=CC=C1 (2-methoxy-4'-hydroxy-α-ethyl-benzhydrol), Cl.C(C)N(CCCCl)CC (3-diethylamino-propyl chloride hydrochloride), C([O-])([O-])=O.[K+].[K+] (potassium carbonate), [OH-].C(CCC)[N+](CCCC)(CCCC)CCCC (tetrabutyl ammoniumhydroxide). Run in C(C(C)C)C(=O)C (methyl isobutyl ketone). Conditions: time 4 hour. The product is COC1=C(C(C2=CC=C(C=C2)OCCCN(CC)CC)(O)CC)C=CC=C1 (2-Methoxy-4'-[3-(diethylamino)-propoxy]-α-ethyl-benzhydrol). Reaction SMILES: [CH3:1][O:2][C:3]1[CH:19]=[CH:18][CH:17]=[CH:16][C:4]=1[C:5]([CH2:14][CH3:15])([OH:13])[C:6]1[CH:11]=[CH:10][C:9]([OH:12])=[CH:8][CH:7]=1.C(=O)([O-])[O-].[K+].[K+].[OH-].[CH2:27]([N+:31](CCCC)([CH2:36][CH2:37]CC)[CH2:32][CH2:33]CC)[CH2:28][CH2:29]C.Cl.C(N(CC)CCCCl)C>C(C(C)=O)C(C)C>[CH3:1][O:2][C:3]1[CH:19]=[CH:18][CH:17]=[CH:16][C:4]=1[C:5]([CH2:14][CH3:15])([OH:13])[C:6]1[CH:11]=[CH:10][C:9]([O:12][CH2:29][CH2:28][CH2:27][N:31]([CH2:36][CH3:37])[CH2:32][CH3:33])=[CH:8][CH:7]=1 |f:1.2.3,4.5,6.7|. Procedure: 12.9 g. of 2-methoxy-4'-hydroxy-α-ethyl-benzhydrol are dissolved in 100 ml. of methyl isobutyl ketone, 23 g. of anhydrous potassium carbonate 0.4 ml. of a 40% tetrabutyl ammoniumhydroxide solution and 10.3 g. of 3-diethylamino-propyl chloride hydrochloride are added, and the solution is heated up to the boiling point. The reaction mixture is boiled for 4 hours, and the solvent is distilled off under reduced pressure. To the residue water is added, and it is extracted with benzene. The benzene ph... The product is O=C(Cl)Cc1c(Cl)cccc1Cl. RXN SMILES: [Cl:1][c:2]1[c:3]([CH2:9][C:10](=[O:11])[OH:12])[c:4]([Cl:8])[cH:5][cH:6][cH:7]1.[Cl:22][CH2:23][Cl:24].[O:13]=[CH:14][N:15]([CH3:16])[CH3:17].[S:18]([Cl:19])([Cl:20])=[O:21]>>[Cl:1][c:2]1[c:3]([CH2:9][C:10](=[O:12])[Cl:20])[c:4]([Cl:8])[cH:5][cH:6][cH:7]1. Reactants: O=C(O)Cc1c(Cl)cccc1Cl, ClCCl, CN(C)C=O, O=S(Cl)Cl. The reactants are N1C[C@H](CC1)NC(=O)C12CC3CC(CC(C1)C3)C2 ((S)-N-(Pyrrolidin-3-yl)-1-adamantanecarboxamide), C1(=CC=C(C=C1)S(=O)(=O)OCC1CC2=CC=CC=C2CC1)C ((1,2,3,4-tetrahydronaphthalen-2-yl)methyl p-toluenesulfonate). The product is C1C(CCC2=CC=CC=C12)CN1C[C@H](CC1)NC(=O)C12CC3CC(CC(C1)C3)C2 ((S)-N-(1-((1,2,3,4-tetrahydronaphthalen-2-yl)methyl)pyrrolidin-3-yl)-1-adamantanecarboxamide). As a reaction SMILES: [NH:1]1[CH2:5][CH2:4][C@H:3]([NH:6][C:7]([C:9]23[CH2:18][CH:13]4[CH2:14][CH:15]([CH2:17][CH:11]([CH2:12]4)[CH2:10]2)[CH2:16]3)=[O:8])[CH2:2]1.C1(C)C=CC(S(O[CH2:29][CH:30]2[CH2:39][CH2:38][C:37]3[C:32](=[CH:33][CH:34]=[CH:35][CH:36]=3)[CH2:31]2)(=O)=O)=CC=1>>[CH2:31]1[C:32]2[C:37](=[CH:36][CH:35]=[CH:34][CH:33]=2)[CH2:38][CH2:39][CH:30]1[CH2:29][N:1]1[CH2:5][CH2:4][C@H:3]([NH:6][C:7]([C:9]23[CH2:18][CH:13]4[CH2:14][CH:15]([CH2:17][CH:11]([CH2:12]4)[CH2:10]2)[CH2:16]3)=[O:8])[CH2:2]1. Reported procedure: (S)-N-(Pyrrolidin-3-yl)-1-adamantanecarboxamide and (1,2,3,4-tetrahydronaphthalen-2-yl)methyl p-toluenesulfonate were reacted under the same conditions as in Example 6 to give (S)-N-(1-((1,2,3,4-tetrahydronaphthalen-2-yl)methyl)pyrrolidin-3-yl)-1-adamantanecarboxamide.